This data is from the Open Reaction Database (ORD), a public repository of structured organic reaction records. The task is: describe an organic reaction: reactants, conditions, products, and yield Run in CCOCC (ether), CCOCC (ether). Yields the product [N+](=[N-])=CC(=O)CC1CCCCC1 (cyclohexylmethyl diazomethyl ketone). Reaction SMILES: [CH:1]1([CH2:7][C:8](Cl)=[O:9])[CH2:6][CH2:5][CH2:4][CH2:3][CH2:2]1.[N+:11](=[CH2:13])=[N-:12]>CCOCC>[N+:11](=[CH:13][C:8]([CH2:7][CH:1]1[CH2:6][CH2:5][CH2:4][CH2:3][CH2:2]1)=[O:9])=[N-:12]. Reported procedure: A solution of 19.8 g of cyclohexylacetyl chloride (b.p. 98°-100°/23 mm Hg) in 150 ml of dry ether is slowly added at 0°-5° with cooling in an ice-water bath to a vigorously stirred solution of 11 g of diazomethane in 500 ml of ether. The excess diazomethane and ether is distilled off under reduced pressure and cyclohexylmethyl diazomethyl ketone is obtained as residue; infra-red absorption spectrum (in methylene chloride): characteristic bands at 3.45μ, 3.52μ, 4.75μ and 6.12μ; the product is pro... Reactants: C1(CCCCC1)CC(=O)Cl (cyclohexylacetyl chloride), [N+](=[N-])=C (diazomethane). Reactants: [Cr](=O)(=O)([O-])O[Cr](=O)(=O)[O-].[NH+]1=CC=CC=C1.[NH+]1=CC=CC=C1 (pyridinium dichromate), OC(C#CC[C@@H](C)[C@@H]1[C@]2(CCC[C@@H]([C@@H]2CCC1)O)C)(C)C ((1S,4aR,5R,8aR)-5-((R)-5-hydroxy-1,5-dimethyl-hex-3-ynyl)-4a-methyl-decahydro-naphthalen-1-ol). The solvent is C(Cl)Cl (CH2Cl2). Yields the product OC(C#CC[C@@H](C)[C@@H]1[C@]2(CCCC([C@@H]2CCC1)=O)C)(C)C ((4aR,5R,8aR)-5-((R)-5-Hydroxy-1,5-dimethyl-hex-3-ynyl)-4a-methyl-octahydro-naphthalen-1-one). The yield is 71.0%. Reaction SMILES: [OH:1][C:2]([CH3:21])([CH3:20])[C:3]#[C:4][CH2:5][C@H:6]([C@H:8]1[CH2:17][CH2:16][CH2:15][C@@H:14]2[C@:9]1([CH3:19])[CH2:10][CH2:11][CH2:12][C@@H:13]2[OH:18])[CH3:7].[Cr](O[Cr]([O-])(=O)=O)([O-])(=O)=O.[NH+]1C=CC=CC=1.[NH+]1C=CC=CC=1>C(Cl)Cl>[OH:1][C:2]([CH3:20])([CH3:21])[C:3]#[C:4][CH2:5][C@H:6]([C@H:8]1[CH2:17][CH2:16][CH2:15][C@@H:14]2[C@:9]1([CH3:19])[CH2:10][CH2:11][CH2:12][C:13]2=[O:18])[CH3:7] |f:1.2.3|. Procedure: 1.22 g (4.17 mmol) of (1S,4aR,5R,8aR)-5-((R)-5-hydroxy-1,5-dimethyl-hex-3-ynyl)-4a-methyl-decahydro-naphthalen-1-ol was dissolved in 36 ml of abs. CH2Cl2 and oxidized with 4.72 g (12.51 mmol) of pyridinium dichromate during 2 h at ambient temperature. Filtration overCelite, evaporation to dryness, and flash chromatography (SiO2, Hexane/AcOEt=7/3) produced 860 mg of the title compound as colorless oil. Reactants: C([O-])([O-])=O.[K+].[K+] (potassium carbonate), CN(CCN1C(C=CC2=C(C=C(N=C12)C)C)=O)C (1-(2-dimethylaminoethyl)-5,7-dimethyl-1,8-naphthyridin-2(1H)-one), P12(=S)SP3(=S)SP(=S)(S1)SP(=S)(S2)S3 (phosphorus pentasulfide), C(Cl)Cl (methylene chloride). Run in O (water). Yields the product Cl.CN(CCN1C(C=CC2=C(C=C(N=C12)C)C)=S)C (1-(2-dimethylaminoethyl)-5,7-dimethyl-1,8-naphthyridin-2(1H)-thione hydrochloride). Reaction SMILES: [CH3:1][N:2]([CH3:18])[CH2:3][CH2:4][N:5]1[C:14]2[C:9](=[C:10]([CH3:16])[CH:11]=[C:12]([CH3:15])[N:13]=2)[CH:8]=[CH:7][C:6]1=O.P12(SP3(SP(SP(S3)(S1)=S)(=S)S2)=S)=[S:20].C(Cl)[Cl:34].C(=O)([O-])[O-].[K+].[K+]>O>[ClH:34].[CH3:1][N:2]([CH3:18])[CH2:3][CH2:4][N:5]1[C:14]2[C:9](=[C:10]([CH3:16])[CH:11]=[C:12]([CH3:15])[N:13]=2)[CH:8]=[CH:7][C:6]1=[S:20] |f:3.4.5,7.8|. Reported procedure: A mixture of 1-(2-dimethylaminoethyl)-5,7-dimethyl-1,8-naphthyridin-2(1H)-one (2.5 g., 0.01 mole) and phosphorus pentasulfide (2.0 g., 0.009 mole) in 60 ml. of methylene chloride is heated at reflux for 4 hours. The reaction is cooled, water and solid potassium carbonate added, and the organic layer is separated, dried, filtered through charcoal and evaporated to dryness. The residue is dissolved in ether, hydrogen chloride is added and the salt is recrystallized from isopropanol to yield 1-(2-d... The reactants are ClC=1C=C2C(=CNC2=CC1)C (5-chloro-3-methylindole), N1C=NC=C1 (imidazole). Product: ClC=1C=C2C(=C(NC2=CC1)N1C=NC=C1)C (5-chloro-2-(1-imidazolyl)-3-methylindole). Reaction SMILES: [Cl:1][C:2]1[CH:3]=[C:4]2[C:8](=[CH:9][CH:10]=1)[NH:7][CH:6]=[C:5]2[CH3:11].[NH:12]1[CH:16]=[CH:15][N:14]=[CH:13]1>>[Cl:1][C:2]1[CH:3]=[C:4]2[C:8](=[CH:9][CH:10]=1)[NH:7][C:6]([N:12]1[CH:16]=[CH:15][N:14]=[CH:13]1)=[C:5]2[CH3:11]. Reported procedure: Condensation of 5-chloro-3-methylindole with imidazole according to the procedure described in the previous examples gives 5-chloro-2-(1-imidazolyl)-3-methylindole, m.p. 212°-215°.